Dataset: the Open Reaction Database (ORD), a public repository of structured organic reaction records. Task: describe an organic reaction: reactants, conditions, products, and yield Starting materials: Cl.Cl.C1(CCCN2CCCCC12)CN1CCC(CC1)NC(=O)C=1NC2=CC=CC(=C2C1)OCC(C)C (4-Isobutoxy-1H-indole-2-carboxylic acid [1-(octahydro-quinolizin-1-ylmethyl)-piperidin-4-yl]-amide dihydrochloride), CN1CC(CCC1)CO ((1-Methyl-piperidin-3-yl)-methanol). Product: CN1CC(CCC1)CN1CCC(CC1)NC(=O)C=1NC2=CC=CC(=C2C1)OCC(C)C (4-Isobutoxy-1H-indole-2-carboxylic acid [1-(1-methyl-piperidin-3-ylmethyl)-piperidin-4-yl]-amide). RXN SMILES: Cl.Cl.[CH:3]1([CH2:13][N:14]2[CH2:19][CH2:18][CH:17]([NH:20][C:21]([C:23]3[NH:24][C:25]4[C:30]([CH:31]=3)=[C:29]([O:32][CH2:33][CH:34]([CH3:36])[CH3:35])[CH:28]=[CH:27][CH:26]=4)=[O:22])[CH2:16][CH2:15]2)[CH:12]2[N:7]([CH2:8]CCC2)[CH2:6][CH2:5][CH2:4]1.CN1CCCC(CO)C1>>[CH3:8][N:7]1[CH2:6][CH2:5][CH2:4][CH:3]([CH2:13][N:14]2[CH2:15][CH2:16][CH:17]([NH:20][C:21]([C:23]3[NH:24][C:25]4[C:30]([CH:31]=3)=[C:29]([O:32][CH2:33][CH:34]([CH3:36])[CH3:35])[CH:28]=[CH:27][CH:26]=4)=[O:22])[CH2:18][CH2:19]2)[CH2:12]1 |f:0.1.2|. Reported procedure: This compound is synthesized from the compound 161 (see example 127) and (1-Methyl-piperidin-3-yl)-methanol analogously to the method described in Example 127. Reactants: CS(=O)(=O)OCCC1=CC=C(C=C1)NC1=NC=2C3=C([C@@H](CC2C=N1)C1=CC=C(C=C1)Cl)C=CC=C3 ((S)-4-(6-(4-chlorophenyl)-5,6-dihydrobenzo[h]quinazolin-2-ylamino)phenethyl methanesulfonate), CNCCCC (N-methylbutan-1-amine). Solvent: C(C)N(CC)CC (triethylamine). The product is Cl.C(CCC)N(CCC1=CC=C(C=C1)NC1=NC=2C3=C([C@@H](CC2C=N1)C1=CC=C(C=C1)Cl)C=CC=C3)C ((S)—N-(4-(2-(butyl(methyl)amino)ethyl)phenyl)-6-(4-chlorophenyl)-5,6-dihydrobenzo[h]quinazolin-2-amine hydrochloride). RXN SMILES: CS(O[CH2:6][CH2:7][C:8]1[CH:13]=[CH:12][C:11]([NH:14][C:15]2[N:24]=[CH:23][C:22]3[CH2:21][C@@H:20]([C:25]4[CH:30]=[CH:29][C:28]([Cl:31])=[CH:27][CH:26]=4)[C:19]4[CH:32]=[CH:33][CH:34]=[CH:35][C:18]=4[C:17]=3[N:16]=2)=[CH:10][CH:9]=1)(=O)=O.[CH3:36][NH:37][CH2:38][CH2:39][CH2:40][CH3:41]>C(N(CC)CC)C>[ClH:31].[CH2:38]([N:37]([CH3:36])[CH2:6][CH2:7][C:8]1[CH:13]=[CH:12][C:11]([NH:14][C:15]2[N:24]=[CH:23][C:22]3[CH2:21][C@@H:20]([C:25]4[CH:30]=[CH:29][C:28]([Cl:31])=[CH:27][CH:26]=4)[C:19]4[CH:32]=[CH:33][CH:34]=[CH:35][C:18]=4[C:17]=3[N:16]=2)=[CH:10][CH:9]=1)[CH2:39][CH2:40][CH3:41] |f:3.4|. Reported procedure: This was synthesized by using (S)-4-(6-(4-chlorophenyl)-5,6-dihydrobenzo[h]quinazolin-2-ylamino)phenethyl methanesulfonate, N-methylbutan-1-amine and triethylamine as described in general procedure 2 to give a yellow solid. M.p.=75-77° C. 1H NMR 400 MHz (DMSO-d6) δ 9.90 (s, br, 1H), 9.59 (s, 1H), 8.30 (m, 2H), 7.79 (d, J=8.4 Hz, 2H), 7.50-7.44 (m, 2H), 7.31 (m, 2H), 7.22 (d, J=8.8 Hz, 2H), 7.10 (m, 4H), 4.42 (t, J=5.6 Hz, 1H), 3.28-2.86 (m, 8H), 2.78 (d, J=5.2 Hz, 3H), 1.67-1.59 (m, 2H), 1.33-1.... Starting materials: Cl (HCl), OCCN(C)CC1CCCC2=CC=CC=C12 (1-[N-(2-hydroxyethyl)-N-methylaminomethyl]-1,2,3,4-tetrahydronaphthalene), [Cl-].[Al+3].[Cl-].[Cl-] (aluminum chloride), Formula 12, P(Cl)(Cl)(Cl)(Cl)Cl (phosphorous pentachloride), ClC=1C(=C(C=CC1)Cl)Cl (trichlorobenzene). The solvent is C1(=CC=CC=C1)C (Toluene). Conditions: temperature 110 celsius, time 3 hour. Product: CC1CC=2CN=CC=C3C2C(C1)CCC3 (2-methyl-1,2,3,4,8,9,10,10a-octahydronaphth[1,8-cd]azepine). As a reaction SMILES: O[CH2:2][CH2:3][N:4]([CH2:6][CH:7]1[C:16]2[C:11](=[CH:12][CH:13]=[CH:14][CH:15]=2)[CH2:10][CH2:9][CH2:8]1)C.P(Cl)(Cl)(Cl)(Cl)Cl.[Cl-].[Al+3].[Cl-].[Cl-].Cl.Cl[C:29]1C(Cl)=C(Cl)C=CC=1>C1(C)C=CC=CC=1>[CH3:29][CH:9]1[CH2:10][CH:11]2[CH2:12][CH2:13][CH2:14][C:15]3[C:16]2=[C:7]([CH2:6][N:4]=[CH:3][CH:2]=3)[CH2:8]1 |f:2.3.4.5|. Reported procedure: To a stirred solution of 27.0 g (0.126M) of 1-[N-(2-hydroxyethyl)-N-methylaminomethyl]-1,2,3,4-tetrahydronaphthalene, a compound of Formula 12 prepared, for example, as described in Preparation 12, dissolved in 170 ml of trichlorobenzene, at ambient temperature, was added 10.0 g (0.048M) of phosphorous pentachloride. The mixture was then heated to 110° C., and 34.0 g (0.255M) of aluminum chloride was added in portions over a period of 30 minutes. The temperature was increased 200° C. and the mix... Reaction SMILES: C([O:4][CH:5](OC(C)C)[C:6]([CH3:26])([CH3:25])[C:7](=[O:24])[CH2:8][C@@H:9]([O:15][C:16]([O:18][CH2:19][C:20]([Cl:23])([Cl:22])[Cl:21])=[O:17])[C@@H:10]([CH3:14])[CH2:11][CH:12]=[CH2:13])(C)C.O.C1(C)C=CC(S(O)(=O)=O)=CC=1.C([O-])(O)=O.[Na+]>C1COCC1.O>[O:24]=[C:7]([CH2:8][C@@H:9]([O:15][C:16]([O:18][CH2:19][C:20]([Cl:21])([Cl:22])[Cl:23])=[O:17])[C@@H:10]([CH3:14])[CH2:11][CH:12]=[CH2:13])[C:6]([CH3:26])([CH3:25])[CH:5]=[O:4] |f:1.2,3.4,5.6|. Procedure: A mixture of (5R,6S)-1,1-diisopropoxy-5-(2,2,2-trichloroethoxycarbonyloxy)-2,2,6-trimethyl-8-nonen-3-one (4.3 g) and p-toluenesulfonic acid monohydrate (0.45 g) in 100 mL of 3:1 THF/water is heated at reflux for 7 hours. The mixture is cooled and poured into sat. aq. NaHCO3, then extracted with ethyl acetate. The extract is dried over Na2SO4, filtered, and evaporated. The product is purified by chromatography on SiO2. Run in C1CCOC1.O (THF water). The product is O=C(C(C=O)(C)C)C[C@H]([C@H](CC=C)C)OC(=O)OCC(Cl)(Cl)Cl ((5R,6S)-3-oxo-5-(2,2,2-trichloroethoxycarbonyloxy)-2,2,6-trimethyl-8-nonenal). Reactants: C(C)(C)OC(C(C(C[C@H]([C@H](CC=C)C)OC(=O)OCC(Cl)(Cl)Cl)=O)(C)C)OC(C)C ((5R,6S)-1,1-diisopropoxy-5-(2,2,2-trichloroethoxycarbonyloxy)-2,2,6-trimethyl-8-nonen-3-one), O.C1(=CC=C(C=C1)S(=O)(=O)O)C (p-toluenesulfonic acid monohydrate), C(=O)(O)[O-].[Na+] (NaHCO3). The reactants are NC=1C=C(OC2=C3C(=NC=C2)NC(N3)=O)C=CC1 (7-(3-aminophenoxy)-1H-imidazo[4,5-b]pyridin-2(3H)-one), FC=1C=C(C=CC1F)N=C=O (3,4-difluoro-phenylisocyanate). Yields the product FC=1C=C(C=CC1F)NC(=O)NC1=CC(=CC=C1)OC1=C2C(=NC=C1)NC(N2)=O (1-(3,4-Difluorophenyl)-3-(3-(2-oxo-2,3-dihydro-1H-imidazo[4,5-b]pyridin-7-yloxy)phenyl)urea). Isolated yield 23.0%. RXN SMILES: [NH2:1][C:2]1[CH:3]=[C:4]([CH:16]=[CH:17][CH:18]=1)[O:5][C:6]1[CH:11]=[CH:10][N:9]=[C:8]2[NH:12][C:13](=[O:15])[NH:14][C:7]=12.[F:19][C:20]1[CH:21]=[C:22]([N:27]=[C:28]=[O:29])[CH:23]=[CH:24][C:25]=1[F:26]>>[F:19][C:20]1[CH:21]=[C:22]([NH:27][C:28]([NH:1][C:2]2[CH:18]=[CH:17][CH:16]=[C:4]([O:5][C:6]3[CH:11]=[CH:10][N:9]=[C:8]4[NH:12][C:13](=[O:15])[NH:14][C:7]=34)[CH:3]=2)=[O:29])[CH:23]=[CH:24][C:25]=1[F:26]. Procedure details: Method G was used with 7-(3-aminophenoxy)-1H-imidazo[4,5-b]pyridin-2(3H)-one and 3,4-difluoro-phenylisocyanate to afford the title compound (16 mg, 23%). 1H-NMR (DMSO), δ (ppm), J (Hz): 6.45 (d, 1H, HPyr, J=5.9), 6.76 (s, 1H, Harom2′, J=2.2, J=11.05), 7.26-7.40 (m, 5H, Harom 6′, Harom 2, Harom 4, Harom 5, Harom 6), 7.56-7.68 (m, 1H, Harom 5′), 7.78 (d, 1H, HPyr), 8.55 (d, 1H, Harom 4′, J=7.2), 9.00 (s, 1H, NHurea), 9.01 (s, 1H, NHurea), 11.17 (s, 1H, NHim), 11.36 (s, 1H, NHim); MS-LC, Rf=7.07 mi... Starting materials: ClC1=CC=C2C=CNC2=C1 (6-chloro-1H-indole), IC1=CC(=CC=C1)C(F)(F)F (1-iodo-3-(trifluoromethyl)benzene). Yields the product ClC1=CC=C2C=CN(C2=C1)C1=CC(=CC=C1)C(F)(F)F (6-CHLORO-1-[3-(TRIFLUOROMETHYL)PHENYL]-1H-INDOLE). As a reaction SMILES: [Cl:1][C:2]1[CH:10]=[C:9]2[C:5]([CH:6]=[CH:7][NH:8]2)=[CH:4][CH:3]=1.I[C:12]1[CH:17]=[CH:16][CH:15]=[C:14]([C:18]([F:21])([F:20])[F:19])[CH:13]=1>>[Cl:1][C:2]1[CH:10]=[C:9]2[C:5]([CH:6]=[CH:7][N:8]2[C:12]2[CH:17]=[CH:16][CH:15]=[C:14]([C:18]([F:21])([F:20])[F:19])[CH:13]=2)=[CH:4][CH:3]=1. Procedure: Prepared by Procedure C and Scheme O using 6-chloro-1H-indole and 1-iodo-3-(trifluoromethyl)benzene: ESMS m/e: 295.6 (M+H)+. The reactants are Cc1ccccc1, CSc1cc(F)ccc1CN, CN(C)C=O, COC(=O)c1nc(C(=O)OC)c2cccnc2c1O. Yields the product COC(=O)c1nc(C(=O)NCc2ccc(F)cc2SC)c(O)c2ncccc12. Reaction SMILES: [CH3:36][c:37]1[cH:38][cH:39][cH:40][cH:41][cH:42]1.[F:20][c:21]1[cH:22][c:23]([S:29][CH3:30])[c:24]([CH2:27][NH2:28])[cH:25][cH:26]1.[O:31]=[CH:32][N:33]([CH3:34])[CH3:35].[OH:1][c:2]1[c:3]([C:16]([O:18][CH3:17])=[O:19])[n:4][c:5]([C:12](=[O:13])[O:14][CH3:15])[c:6]2[cH:7][cH:8][cH:9][n:10][c:11]12>>[OH:1][c:2]1[c:3]([C:16](=[O:18])[NH:28][CH2:27][c:24]2[c:23]([S:29][CH3:30])[cH:22][c:21]([F:20])[cH:26][cH:25]2)[n:4][c:5]([C:12](=[O:13])[O:14][CH3:15])[c:6]2[cH:7][cH:8][cH:9][n:10][c:11]12. The reactants are O=[N+]([O-])c1cc(Br)ccc1NC1CCNCC1O, [BH3-]C#N, C=O, CC(=O)O, Cl, [Na+], O. Yields the product CN1CCC(Nc2ccc(Br)cc2[N+](=O)[O-])C(O)C1. RXN SMILES: [Br:3][c:4]1[cH:5][c:6]([N+:18](=[O:19])[O-:20])[c:7]([NH:10][CH:11]2[CH:12]([OH:17])[CH2:13][NH:14][CH2:15][CH2:16]2)[cH:8][cH:9]1.[C:22]([BH3-:23])#[N:24].[CH2:1]=[O:2].[CH3:27][C:28](=[O:29])[OH:30].[ClH:21].[Na+:25].[OH2:26]>>[Br:3][c:4]1[cH:5][c:6]([N+:18](=[O:19])[O-:20])[c:7]([NH:10][CH:11]2[CH:12]([OH:17])[CH2:13][N:14]([CH3:22])[CH2:15][CH2:16]2)[cH:8][cH:9]1. Starting materials: N#CCBr, O=C([O-])[O-], CC(C)(C)NCc1ccccc1, CC#N, [I-], [K+], [K+], [Na+]. The product is CC(C)(C)N(CC#N)Cc1ccccc1. As a reaction SMILES: [Br:13][CH2:14][C:15]#[N:16].[C:22](=[O:23])([O-:24])[O-:25].[CH2:1]([c:2]1[cH:3][cH:4][cH:5][cH:6][cH:7]1)[NH:8][C:9]([CH3:10])([CH3:11])[CH3:12].[CH3:19][C:20]#[N:21].[I-:18].[K+:26].[K+:27].[Na+:17]>>[CH2:1]([c:2]1[cH:3][cH:4][cH:5][cH:6][cH:7]1)[N:8]([C:9]([CH3:10])([CH3:11])[CH3:12])[CH2:14][C:15]#[N:16]. Starting materials: COC(C(CC=1C(=NC(=NC1)Cl)Cl)C1=CC=C(C=C1)OC)=O (3-(2,4-dichloro-pyrimidin-5-yl)-2-(4-methoxy-phenyl)-propionic acid methyl ester), NC1=CC=CC=C1 (aniline), C(C)(C)N(C(C)C)CC (N,N-diisopropylethylamine). Solvent: C(C)(=O)OCC (ethyl acetate), C(CCC)O (n-butanol). Run at temperature 100 celsius. Yields the product COC(C(CC=1C(=NC(=NC1)NC1=CC=CC=C1)Cl)C1=CC=C(C=C1)OC)=O (3-(4-chloro-2-phenylamino-pyrimidin-5-yl)-2-(4-methoxy-phenyl)-propionic acid methyl ester). Reaction SMILES: [CH3:1][O:2][C:3](=[O:22])[CH:4]([C:14]1[CH:19]=[CH:18][C:17]([O:20][CH3:21])=[CH:16][CH:15]=1)[CH2:5][C:6]1[C:7]([Cl:13])=[N:8][C:9](Cl)=[N:10][CH:11]=1.[NH2:23][C:24]1[CH:29]=[CH:28][CH:27]=[CH:26][CH:25]=1.C(N(CC)C(C)C)(C)C>C(O)CCC.C(OCC)(=O)C>[CH3:1][O:2][C:3](=[O:22])[CH:4]([C:14]1[CH:19]=[CH:18][C:17]([O:20][CH3:21])=[CH:16][CH:15]=1)[CH2:5][C:6]1[C:7]([Cl:13])=[N:8][C:9]([NH:23][C:24]2[CH:29]=[CH:28][CH:27]=[CH:26][CH:25]=2)=[N:10][CH:11]=1. Reported procedure: To a solution of 3-(2,4-dichloro-pyrimidin-5-yl)-2-(4-methoxy-phenyl)-propionic acid methyl ester (341 mg, 1.0 mmol) (from Example 1d supra) in n-butanol (10 mL) was added aniline (200 mg, 2.15 mmol) (Aldrich) followed by N,N-diisopropylethylamine (258 mg, 2.0 mmol) (Aldrich) and the reaction mixture was heated at 100° C. for 12 hours. After cooling, the reaction mixture was diluted with ethyl acetate (100 mL) and successively washed with saturated aqueous ammonium chloride solution (30 mL), wat...